Dataset: the Open Reaction Database (ORD), a public repository of structured organic reaction records. Task: describe an organic reaction: reactants, conditions, products, and yield The reactants are CN(CC1=CC=C(C=C1)[N+](=O)[O-])C (dimethyl-4-nitrobenzylamine). Run in C(C)O (ethanol). Conditions: time 20 hour. The product is NC1=CC=C(CN(C)C)C=C1 (4-aminobenzyldimethylamine). Isolated yield 50.7%. As a reaction SMILES: [CH3:1][N:2]([CH3:13])[CH2:3][C:4]1[CH:9]=[CH:8][C:7]([N+:10]([O-])=O)=[CH:6][CH:5]=1>C(O)C>[NH2:10][C:7]1[CH:6]=[CH:5][C:4]([CH2:3][N:2]([CH3:13])[CH3:1])=[CH:9][CH:8]=1. Procedure details: In ethanol (100 ml) was dissolved dimethyl-4-nitrobenzylamine (20.7 g), and to the mixture was added dried 10% palladium on carbon (1.00 g). Under hydrogen atmosphere, the mixture was stirred at room temperature under atmospheric pressure for 20 hours. The palladium was filtered off, and the filtrate was concentrated. The residue was separated and purified with column chromatography (ethyl acetate) to give 4-aminobenzyldimethylamine (8.75 g) as pale yellow oil. The reactants are O=C([O-])[O-], CC(=O)OC(C)=O, CO, [K+], [K+], CN1CCC(O)(CN)CC1, [Na+], [OH-]. The product is CC(=O)NCC1(O)CCN(C)CC1. As a reaction SMILES: [C:11](=[O:12])([O-:13])[O-:14].[CH3:17][C:18](=[O:19])[O:20][C:21](=[O:22])[CH3:23].[CH3:26][OH:27].[K+:15].[K+:16].[NH2:1][CH2:2][C:3]1([OH:10])[CH2:4][CH2:5][N:6]([CH3:9])[CH2:7][CH2:8]1.[Na+:25].[OH-:24]>>[NH:1]([CH2:2][C:3]1([OH:10])[CH2:4][CH2:5][N:6]([CH3:9])[CH2:7][CH2:8]1)[C:18]([CH3:17])=[O:19].